This data is from the Open Reaction Database (ORD), a public repository of structured organic reaction records. The task is: describe an organic reaction: reactants, conditions, products, and yield The reactants are CC(C)=CCCl, Oc1cc(O)cc(O)c1. The product is CC(C)=CCOc1cc(O)cc(O)c1. Reaction SMILES: [CH2:10]([CH:11]=[C:12]([CH3:13])[CH3:14])[Cl:15].[OH:1][c:2]1[cH:3][c:4]([OH:5])[cH:6][c:7]([OH:8])[cH:9]1>>[O:1]([c:2]1[cH:3][c:4]([OH:5])[cH:6][c:7]([OH:8])[cH:9]1)[CH2:10][CH:11]=[C:12]([CH3:13])[CH3:14]. Reactants: CCOC(=O)C(C)(Cc1ccc(OCc2ccccc2)c2ccccc12)Oc1ccccc1, CCOC(C)=O, [H][H]. The product is CCOC(=O)C(C)(Cc1cccc2ccccc12)Oc1ccccc1. Reaction SMILES: [CH2:1]([CH3:2])[O:3][C:4]([C:5]([CH2:6][c:7]1[cH:8][cH:9][c:10]([O:17][CH2:18][c:19]2[cH:20][cH:21][cH:22][cH:23][cH:24]2)[c:11]2[cH:12][cH:13][cH:14][cH:15][c:16]12)([CH3:25])[O:26][c:27]1[cH:28][cH:29][cH:30][cH:31][cH:32]1)=[O:33].[CH3:36][CH2:37][O:38][C:39](=[O:40])[CH3:41].[H:34][H:35]>>[CH2:1]([CH3:2])[O:3][C:4]([C:5]([CH2:6][c:7]1[cH:8][cH:9][cH:10][c:11]2[cH:12][cH:13][cH:14][cH:15][c:16]12)([CH3:25])[O:26][c:27]1[cH:28][cH:29][cH:30][cH:31][cH:32]1)=[O:33]. Reactants: Formula 6, BrC1=CC=C2C(CCC(C2=C1)=O)(C)C (7-bromo-3,4-dihydro-4,4-dimethylnaphthalen-1(2H)-one), BrC1=CC=C2C(CCC(C2=C1)=O)(C)C (7-bromo-3,4-dihydro-4,4-dimethylnaphthalen-1(2H)-one), C(C)(C)(C)[Mg]Cl (t-butylmagnesium chloride), 1,3-dimethyl-3,4,5,6-tetrahydro-2(H)-pyrimidinone, tertiary alcohol, C1(=CC=C(C=C1)S(=O)(=O)O)C (p-toluenesulfonic acid). The solvent is O1CCCC1 (tetrahydrofuran). The product is BrC1=CC=C2C(CC=C(C2=C1)C(C)(C)C)(C)C (7-bromo-1-(1,1-dimethylethyl)-3,4-dihydro-4,4-dimethylnaphthalene). RXN SMILES: [Br:1][C:2]1[CH:11]=[C:10]2[C:5]([C:6]([CH3:14])([CH3:13])[CH2:7][CH2:8][C:9]2=O)=[CH:4][CH:3]=1.[C:15]([Mg]Cl)([CH3:18])([CH3:17])[CH3:16].C1(C)C=CC(S(O)(=O)=O)=CC=1>O1CCCC1>[Br:1][C:2]1[CH:11]=[C:10]2[C:5]([C:6]([CH3:14])([CH3:13])[CH2:7][CH:8]=[C:9]2[C:15]([CH3:18])([CH3:17])[CH3:16])=[CH:4][CH:3]=1. Reported procedure: Reaction Scheme 9 discloses the preferred method of synthesis of a starting material from which certain examples for compounds of the invention within the scope of Formula 6 are preferably made. In accordance with this scheme 7-bromo-3,4-dihydro-4,4-dimethylnaphthalen-1(2H)-one (Compound G) is reacted with t-butylmagnesium chloride in tetrahydrofuran in the presence of 1,3-dimethyl-3,4,5,6-tetrahydro-2(H)-pyrimidinone (DMPU). Thereafter, the resulting intermediate tertiary alcohol is heated in t... Reactants: [N+](=[N-])=C (Diazomethane), C=C(C)C=1C=C2C(=NN(C2=CC1)C1OCCCC1)C1=CN=CC(=N1)O[C@@H]1C2(CC2)CCN(C1)C(=O)OC(C)(C)C ((4R)-tert-butyl 4-(6-(5-(prop-1-en-2-yl)-1-(tetrahydro-2H-pyran-2-yl)-1H-indazol-3-yl)pyrazin-2-yloxy)-6-azaspiro[2.5]octane-6-carboxylate), CC(=O)O (HOAc), [N+](=[N-])=C (diazomethane). Reagents/catalysts: C(C)(=O)[O-].[Pd+2].C(C)(=O)[O-] (palladium(II) acetate). Run in C(Cl)Cl (DCM). Run at temperature 0 celsius, time 30 minute. Yields the product CC1(CC1)C=1C=C2C(=NN(C2=CC1)C1OCCCC1)C1=CN=CC(=N1)O[C@@H]1C2(CC2)CCN(C1)C(=O)OC(C)(C)C ((4R)-tert-butyl 4-(6-(5-(1-methylcyclopropyl)-1-(tetrahydro-2H-pyran-2-yl)-1H-indazol-3-yl)pyrazin-2-yloxy)-6-azaspiro[2.5]octane-6-carboxylate). The yield is 85.1%. RXN SMILES: [N+](=[CH2:3])=[N-].[CH2:4]=[C:5]([C:7]1[CH:8]=[C:9]2[C:13](=[CH:14][CH:15]=1)[N:12]([CH:16]1[CH2:21][CH2:20][CH2:19][CH2:18][O:17]1)[N:11]=[C:10]2[C:22]1[N:27]=[C:26]([O:28][C@H:29]2[CH2:36][N:35]([C:37]([O:39][C:40]([CH3:43])([CH3:42])[CH3:41])=[O:38])[CH2:34][CH2:33][C:30]32[CH2:32][CH2:31]3)[CH:25]=[N:24][CH:23]=1)[CH3:6].CC(O)=O>C(Cl)Cl.C([O-])(=O)C.[Pd+2].C([O-])(=O)C>[CH3:4][C:5]1([C:7]2[CH:8]=[C:9]3[C:13](=[CH:14][CH:15]=2)[N:12]([CH:16]2[CH2:21][CH2:20][CH2:19][CH2:18][O:17]2)[N:11]=[C:10]3[C:22]2[N:27]=[C:26]([O:28][C@H:29]3[CH2:36][N:35]([C:37]([O:39][C:40]([CH3:43])([CH3:42])[CH3:41])=[O:38])[CH2:34][CH2:33][C:30]43[CH2:32][CH2:31]4)[CH:25]=[N:24][CH:23]=2)[CH2:3][CH2:6]1 |f:4.5.6|. Procedure: Diazomethane (˜0.25M in Et2O (prepared according to Aldrich Technical Bulletin AL-180, Aldrich, St. Louis, Mo.); 2.0 mL, 0.500 mmol) was added dropwise to a solution of (4R)-tert-butyl 4-(6-(5-(prop-1-en-2-yl)-1-(tetrahydro-2H-pyran-2-yl)-1H-indazol-3-yl)pyrazin-2-yloxy)-6-azaspiro[2.5]octane-6-carboxylate (110.4 mg, 0.202 mmol) and palladium(II) acetate (4.54 mg, 0.020 mmol) in DCM (2.0 mL) at 0° C. and the resulting solution was stirred at 0° C. for 30 min. Additional diazomethane (˜0.25M in E... Starting materials: C(C)(=O)C1=CC(=C(OCCCOC2=C(C3=C(CCC(O3)C(=O)OCC)C=C2)CCC)C=C1O)CC (ethyl 7-[3-(4-acetyl-2-ethyl-5-hydroxyphenoxy)propoxy]-3,4-dihydro-8-propyl-2H-1-benzopyran-2-carboxylate), [OH-].[Na+] (NaOH), [OH-].[Na+] (NaOH). Run in CO (methanol), O1CCOCC1 (dioxane). Yields the product [Na+].C(C)(=O)C1=CC(=C(OCCCOC2=C(C3=C(CCC(O3)C(=O)[O-])C=C2)CCC)C=C1O)CC (7-[3-(4-acetyl-2-ethyl-5-hydroxyphenoxy)propoxy]-3,4-dihydro-8-propyl-2H-1-benzopyran-2-carboxylic acid sodium salt). Reaction SMILES: [C:1]([C:4]1[C:32]([OH:33])=[CH:31][C:7]([O:8][CH2:9][CH2:10][CH2:11][O:12][C:13]2[CH:27]=[CH:26][C:16]3[CH2:17][CH2:18][CH:19]([C:21]([O:23]CC)=[O:22])[O:20][C:15]=3[C:14]=2[CH2:28][CH2:29][CH3:30])=[C:6]([CH2:34][CH3:35])[CH:5]=1)(=[O:3])[CH3:2].[OH-].[Na+:37]>O1CCOCC1.CO>[Na+:37].[C:1]([C:4]1[C:32]([OH:33])=[CH:31][C:7]([O:8][CH2:9][CH2:10][CH2:11][O:12][C:13]2[CH:27]=[CH:26][C:16]3[CH2:17][CH2:18][CH:19]([C:21]([O-:23])=[O:22])[O:20][C:15]=3[C:14]=2[CH2:28][CH2:29][CH3:30])=[C:6]([CH2:34][CH3:35])[CH:5]=1)(=[O:3])[CH3:2] |f:1.2,5.6|. Procedure: A solution of ethyl 7-[3-(4-acetyl-2-ethyl-5-hydroxyphenoxy)propoxy]-3,4-dihydro-8-propyl-2H-1-benzopyran-2-carboxylate in dioxane (3.5M solution) was treated with 2N NaOH (3.0 eqv) and stirred at room temperature. After stirring for 4 hours, the dioxane was removed from the reaction, and the remaining solution was diluted with water and acidified with 5N HCl. The resulting milky solution was extracted with EtOAc. The ethyl acetate extract was dried over MgSO4 and filtered. Solvent removal gave ... Reaction SMILES: [Cl:1][C:2]1[CH:7]=[CH:6][C:5]([C:8](=[N+:15]([O-:17])[CH3:16])[CH2:9][N:10]2[CH:14]=[CH:13][N:12]=[CH:11]2)=[CH:4][CH:3]=1.[C:18]1([NH:24][CH2:25][CH:26]=[CH2:27])[CH:23]=[CH:22][CH:21]=[CH:20][CH:19]=1>>[Cl:1][C:2]1[CH:7]=[CH:6][C:5]([C:8]2([CH2:9][N:10]3[CH:14]=[CH:13][N:12]=[CH:11]3)[CH2:27][CH:26]([CH2:25][NH:24][C:18]3[CH:23]=[CH:22][CH:21]=[CH:20][CH:19]=3)[O:17][N:15]2[CH3:16])=[CH:4][CH:3]=1. Product: ClC1=CC=C(C=C1)C1(N(OC(C1)CNC1=CC=CC=C1)C)CN1C=NC=C1 (3-(4-Chlorophenyl)-3-(1H-imidazol-1-ylmethyl)-2-methyl-5-[(phenylamino)methyl]isoxazolidine). Reported procedure: Derivative 3 (R1 =4-Cl, R2 =R3 =H) is obtained by a procedure similar to that described in Example 1 by reacting 1-(4-chlorophenyl)-2-(1H-imidazol-1-yl)-N-methylethanimine N-oxide (1: R1 =4-Cl) with N-phenyl-2-propen-1-amine (2: R2 =R3 =H). The product cis-/trans-diastereometric mixture is flash-chromatographed on neutral silica gel using chloroform-methanol (97:3 by volume) as eluent. Isomer A has a melting point of 159°-160° C. (ethyl acetate). Anal. Calcd for C21H23ClN4O: C, 65.87; H, 6.05; N... Reactants: ClC1=CC=C(C=C1)C(CN1C=NC=C1)=[N+](C)[O-] (1-(4-chlorophenyl)-2-(1H-imidazol-1-yl)-N-methylethanimine N-oxide), C1(=CC=CC=C1)NCC=C (N-phenyl-2-propen-1-amine). Starting materials: [OH-].[Na+] (sodium hydroxide), ClC1=C(CNN2C(N(C3=C2C=C(C=C3)C(=O)OCC)C)=O)C=CC(=C1)Cl (1-(2,4-dichlorobenzylamino)-6-(ethoxycarbonyl)-3-methyl-2-benzimidazolone), C(C)O (ethanol), O1CCCC1 (tetrahydrofuran). Run in O (water). Reaction conditions: temperature 60 celsius, time 2.5 hour. Yields the product C(=O)(O)C=1C=CC2=C(N(C(N2C)=O)NCC2=C(C=C(C=C2)Cl)Cl)C1 (6-Carboxy-1-(2,4-dichlorobenzylamino)-3-methyl-2-benzimidazolone). Yield: 96.5%. Reaction SMILES: [OH-].[Na+].[Cl:3][C:4]1[CH:27]=[C:26]([Cl:28])[CH:25]=[CH:24][C:5]=1[CH2:6][NH:7][N:8]1[C:12]2[CH:13]=[C:14]([C:17]([O:19]CC)=[O:18])[CH:15]=[CH:16][C:11]=2[N:10]([CH3:22])[C:9]1=[O:23].C(O)C.O1CCCC1>O>[C:17]([C:14]1[CH:15]=[CH:16][C:11]2[N:10]([CH3:22])[C:9](=[O:23])[N:8]([NH:7][CH2:6][C:5]3[CH:24]=[CH:25][C:26]([Cl:28])=[CH:27][C:4]=3[Cl:3])[C:12]=2[CH:13]=1)([OH:19])=[O:18] |f:0.1|. Procedure details: Ten percent sodium hydroxide (0.650 g) was added to a mixture of 1-(2,4-dichlorobenzylamino)-6-(ethoxycarbonyl)-3-methyl-2-benzimidazolone (0.308 g), ethanol (4 ml), tetrahydrofuran (8 ml) and water (4 ml), and the mixture was stirred at 60° C. for 2.5 hr. A part of the reaction mixture was concentrated, and neutralized with a saturated aqueous solution of sodium hydrogencarbonate. The crystals precipitated were filtered and dried to give the objective compound (0.276 g).